This data is from the Open Reaction Database (ORD), a public repository of structured organic reaction records. The task is: describe an organic reaction: reactants, conditions, products, and yield Starting materials: C(CCCCCCCCC\C=C/CCCCC)O.O1C(CCCC1)OC1OCCCC1 (Z-11-heptadecenol tetrahydropyranyl ether), C(CCCCCCCCC\C=C/CCCCC)O.O1C(CCCC1)OC1OCCCC1 (Z-11-heptadecenol tetrahydropyranyl ether), C(C)(=O)Cl (acetyl chloride). The solvent is C(C)(=O)O (acetic acid). Reaction conditions: time 3 hour. Product: C(C)(=O)OCCCCCCCCCC\C=C/CCCCC ((Z)-11-heptadecenyl acetate). Isolated yield 51.6%. As a reaction SMILES: [CH2:1]([OH:18])[CH2:2][CH2:3][CH2:4][CH2:5][CH2:6][CH2:7][CH2:8][CH2:9][CH2:10]/[CH:11]=[CH:12]\[CH2:13][CH2:14][CH2:15][CH2:16][CH3:17].[O:19]1CCC[CH2:21][CH:20]1OC1CCCCO1.C(Cl)(=O)C>C(O)(=O)C>[C:20]([O:18][CH2:1][CH2:2][CH2:3][CH2:4][CH2:5][CH2:6][CH2:7][CH2:8][CH2:9][CH2:10]/[CH:11]=[CH:12]\[CH2:13][CH2:14][CH2:15][CH2:16][CH3:17])(=[O:19])[CH3:21] |f:0.1|. Procedure: A mixture of 5.7 g (0.026 moles) of (Z)-11-heptadecenol-tetrahydropyranyl ether (Formula III, R=CH3, Y=tetrahydropyranyl), 10 ml of acetic acid and 3 ml of acetyl chloride is boiled on an oil bath of about 80° C. for 3 hours. The mixture is cooled, poured onto 30 g. of ice, and extracted with 100 ml. of hexane. The hexane solution is washed with water, dried over magnesium sulfate, the solvent is evaporated, and the residue is distilled in fine vacuo. 2.6 g. (51.6%) of (Z)-11-heptadecenyl acetat... Reactants: COC1=CC=C2C=C(C=C(C2=C1)NCCCN)C1=NC(=NC=C1)NC (N1-(7-methoxy-3-(2-(methylamino)pyrimidin-4-yl)naphthalen-1-yl) propane-1,3-diamine), BrC1=NNC2=NC=NC(=C21)Cl (3-bromo-4-chloro-1H-pyrazolo[3,4-d]pyrimidine), C(C)(=O)OCC (ethyl acetate). Solvent: O1CCCC1 (tetrahydrofuran), C(C)N(CC)CC (triethylamine). Run at temperature 50 celsius, time 24 hour. The product is BrC1=NNC2=NC=NC(=C21)NCCCNC2=CC(=CC1=CC=C(C=C21)OC)C2=NC(=NC=C2)NC (N1-(3-bromo-1H-pyrazolo[3,4-d]pyrimidin-4-yl)-N3-(7-methoxy-3-(2-(methylamino)pyrimidin-4-yl)naphthalen-1-yl)propane-1,3-diamine). RXN SMILES: [CH3:1][O:2][C:3]1[CH:12]=[C:11]2[C:6]([CH:7]=[C:8]([C:18]3[CH:23]=[CH:22][N:21]=[C:20]([NH:24][CH3:25])[N:19]=3)[CH:9]=[C:10]2[NH:13][CH2:14][CH2:15][CH2:16][NH2:17])=[CH:5][CH:4]=1.[Br:26][C:27]1[C:35]2[C:30](=[N:31][CH:32]=[N:33][C:34]=2Cl)[NH:29][N:28]=1.C(OCC)(=O)C>O1CCCC1.C(N(CC)CC)C>[Br:26][C:27]1[C:35]2[C:30](=[N:31][CH:32]=[N:33][C:34]=2[NH:17][CH2:16][CH2:15][CH2:14][NH:13][C:10]2[C:11]3[C:6](=[CH:5][CH:4]=[C:3]([O:2][CH3:1])[CH:12]=3)[CH:7]=[C:8]([C:18]3[CH:23]=[CH:22][N:21]=[C:20]([NH:24][CH3:25])[N:19]=3)[CH:9]=2)[NH:29][N:28]=1. Procedure details: To a slurry of 182 in tetrahydrofuran (10 ml) and triethylamine (0.3 ml) was added 3-bromo-4-chloro-1H-pyrazolo[3,4-d]pyrimidine (63 mg). The mixture was shaken at 50° C. for 24 hours. After cooling to room temperature the mixture was poured into ethyl acetate (150 ml) washed with water (2×200 ml) and the organic layer dried over anhydrous magnesium sulfate. Evaporation to dryness gave a yellow solid which was purified by silica gel chromatography eluting with 60-100% ethyl acetate in hexanes to...